Dataset: the Open Reaction Database (ORD), a public repository of structured organic reaction records. Task: describe an organic reaction: reactants, conditions, products, and yield Reaction SMILES: [Br:1][C:2]1[CH:7]=[CH:6][C:5]([C:8]([C:10]2[CH:15]=[CH:14][C:13]([OH:16])=[CH:12][C:11]=2[OH:17])=O)=[CH:4][CH:3]=1.Cl.[NH2:19]O.C([O-])(=O)C.[Na+]>C(O)C>[Br:1][C:2]1[CH:7]=[CH:6][C:5]([C:8]2[C:10]3[CH:15]=[CH:14][C:13]([OH:16])=[CH:12][C:11]=3[O:17][N:19]=2)=[CH:4][CH:3]=1 |f:1.2,3.4|. Procedure: A mixture of 4.25 g of (4-bromo-phenyl)-(2,4-dihydroxyphenyl)-methanone, 3.22 g of hydroxylamine.hydrochloride and 2.85 g of sodium acetate in 100 ml of ethanol is heated under reflux. The reaction mixture is concentrated, treated with 100 ml of saturated aqueous sodium hydrogen carbonate solution and extracted with ethyl acetate. The organic extracts are washed with saturated sodium chloride solution, dried and evaporated. The residue is treated with 200 ml of ethanol. After the addition of 1.1... Reactants: BrC1=CC=C(C=C1)C(=O)C1=C(C=C(C=C1)O)O ((4-bromo-phenyl)-(2,4-dihydroxyphenyl)-methanone), Cl.NO (hydroxylamine.hydrochloride), C(C)(=O)[O-].[Na+] (sodium acetate). The solvent is C(C)O (ethanol). The yield is 95.1%. Run at temperature 85 celsius. Yields the product BrC1=CC=C(C=C1)C1=NOC2=C1C=CC(=C2)O (3-(4-bromo-phenyl)-benzo[d]isoxazol-6-ol). The product is Cc1ccc2c(c1)C(N1CCNC(CCc3ccccc3)C1)=Nc1ccccc1N2. RXN SMILES: [CH2:19]([CH2:20][c:21]1[cH:22][cH:23][cH:24][cH:25][cH:26]1)[CH:27]1[NH:28][CH2:29][CH2:30][NH:31][CH2:32]1.[CH3:2][c:3]1[cH:4][c:5]2[c:6]([cH:17][cH:18]1)[NH:7][c:8]1[c:9]([cH:13][cH:14][cH:15][cH:16]1)[N:10]=[C:11]2[NH2:12].[CH3:42][S:43]([CH3:44])=[O:45].[CH3:46][CH2:47][O:48][C:49](=[O:50])[CH3:51].[CH3:52][c:53]1[cH:54][cH:55][cH:56][cH:57][cH:58]1.[CH:33]([N:34]([CH2:35][CH3:36])[CH:37]([CH3:38])[CH3:39])([CH3:40])[CH3:41].[ClH:1]>>[CH3:2][c:3]1[cH:4][c:5]2[c:6]([cH:17][cH:18]1)[NH:7][c:8]1[c:9]([cH:13][cH:14][cH:15][cH:16]1)[N:10]=[C:11]2[N:12]1[CH2:30][CH2:29][NH:28][CH:27]([CH2:19][CH2:20][c:21]2[cH:22][cH:23][cH:24][cH:25][cH:26]2)[CH2:32]1. Starting materials: c1ccc(CCC2CNCCN2)cc1, Cc1ccc2c(c1)C(N)=Nc1ccccc1N2, CS(C)=O, CCOC(C)=O, Cc1ccccc1, CCN(C(C)C)C(C)C, Cl.